Dataset: the Open Reaction Database (ORD), a public repository of structured organic reaction records. Task: describe an organic reaction: reactants, conditions, products, and yield Starting materials: ClC1=NC2=CC=C(C=C2C=C1)Cl (2,6-dichloroquinoline), N1(CCNCC1)C(=O)OC(C)(C)C (tert-butyl piperazine-1-carboxylate), C([O-])([O-])=O.[K+].[K+] (potassium carbonate). The solvent is CN(C)C=O (DMF). Run at temperature 140 celsius, time 4 hour. The product is ClC=1C=C2C=CC(=NC2=CC1)N1CCN(CC1)C(=O)OC(C)(C)C (tert-butyl 4-(6-chloroquinolin-2-yl)piperazine-1-carboxylate). Isolated yield 60.5%. RXN SMILES: Cl[C:2]1[CH:11]=[CH:10][C:9]2[C:4](=[CH:5][CH:6]=[C:7]([Cl:12])[CH:8]=2)[N:3]=1.[N:13]1([C:19]([O:21][C:22]([CH3:25])([CH3:24])[CH3:23])=[O:20])[CH2:18][CH2:17][NH:16][CH2:15][CH2:14]1.C(=O)([O-])[O-].[K+].[K+]>CN(C=O)C>[Cl:12][C:7]1[CH:8]=[C:9]2[C:4](=[CH:5][CH:6]=1)[N:3]=[C:2]([N:16]1[CH2:15][CH2:14][N:13]([C:19]([O:21][C:22]([CH3:25])([CH3:24])[CH3:23])=[O:20])[CH2:18][CH2:17]1)[CH:11]=[CH:10]2 |f:2.3.4|. Procedure details: To a solution of 2,6-dichloroquinoline (1.5 g, 7.6 mmol) in DMF (50 ml) was added tert-butyl piperazine-1-carboxylate (7.1 g, 38.1 mmol, 5 eq), and potassium carbonate (2.1 g, 15.1 mmol, 2 eq). The mixture was stirred for 4 hours at 140° C. and then quenched by the addition of water (300 ml) and then extracted with ethyl acetate (3×100 ml). The organic layers were combined, washed with saturated aqueous sodium chloride (3×300 ml), dried over anhydrous sodium sulfate, filtered, and concentrated u... Starting materials: FC(C=1C=C(C=CC1)C1C2C(=NN1)C(CS(C2)(=O)=O)=CC2=CC(=CC=C2)C(F)(F)F)(F)F (2,3,3a,4,6,7-hexahydro-3-[3-(trifluoromethyl)phenyl]-7-[[3-(trifluoromethyl)phenyl]methylene]thiopyrano[4,3-c]pyrazole-5,5-dioxide), C(C)(=O)OC(C)=O (acetic anhydride), O (water). Solvent: C(C)(=O)O (acetic acid). The product is C(C)(=O)N1N=C2C(C1C1=CC(=CC=C1)C(F)(F)F)CS(CC2=CC2=CC(=CC=C2)C(F)(F)F)(=O)=O (2-Acetyl-2,3,3a,4,6,7-Hexahydro-3-[3-(trifluoromethyl)phenyl]-7-[[3-(trifluoromethyl)phenyl]methylene]thiopyrano[4,3-c]pyrazole-5,5-dioxide). As a reaction SMILES: [F:1][C:2]([F:32])([F:31])[C:3]1[CH:4]=[C:5]([CH:9]2[NH:13][N:12]=[C:11]3[C:14](=[CH:20][C:21]4[CH:26]=[CH:25][CH:24]=[C:23]([C:27]([F:30])([F:29])[F:28])[CH:22]=4)[CH2:15][S:16](=[O:19])(=[O:18])[CH2:17][CH:10]23)[CH:6]=[CH:7][CH:8]=1.O.[C:34](OC(=O)C)(=[O:36])[CH3:35]>C(O)(=O)C>[C:34]([N:13]1[CH:9]([C:5]2[CH:6]=[CH:7][CH:8]=[C:3]([C:2]([F:31])([F:1])[F:32])[CH:4]=2)[CH:10]2[CH2:17][S:16](=[O:19])(=[O:18])[CH2:15][C:14](=[CH:20][C:21]3[CH:26]=[CH:25][CH:24]=[C:23]([C:27]([F:28])([F:29])[F:30])[CH:22]=3)[C:11]2=[N:12]1)(=[O:36])[CH3:35]. Procedure details: A suspension of 2,3,3a,4,6,7-hexahydro-3-[3-(trifluoromethyl)phenyl]-7-[[3-(trifluoromethyl)phenyl]methylene]thiopyrano[4,3-c]pyrazole-5,5-dioxide in 2ml of acetic anhydride and 25ml of acetic acid is heated on a steam bath for 15 minutes with occasional swirling. About 10ml of hot water is added and the solution is allowed to cool to room temperature. The solids are collected and washed with acetic acid/water (3/2) and water, and dried in vacuo over phosphorus pentoxide at 50°C to give 1.56g of... Reactants: CN1CCC=C2C3=C(CCC12)SC(=N3)NC(C(C)C)=O ((±) N-(4,5,5a,6,7,8-hexahydro-6-methylthiazolo[4,5-f]quinolin-2-yl)-2-methylpropanamide), solution, N#CBr (cyanogen bromide), C(Cl)(Cl)Cl (chloroform), C(Cl)(Cl)Cl (chloroform). Product: Cl.Cl.N1=C(SC2=C1C1=CCCNC1CC2)N ((±) 4,5,5a,6,7,8-Hexahydrothiazolo[4,5-f]quinolin-2-amine, dihydrochloride). RXN SMILES: C[N:2]1[CH:11]2[C:6]([C:7]3[N:14]=[C:13]([NH:15]C(=O)C(C)C)[S:12][C:8]=3[CH2:9][CH2:10]2)=[CH:5][CH2:4][CH2:3]1.N#CBr.C(Cl)(Cl)[Cl:25]>>[ClH:25].[ClH:25].[N:14]1[C:7]2[C:6]3[CH:11]([CH2:10][CH2:9][C:8]=2[S:12][C:13]=1[NH2:15])[NH:2][CH2:3][CH2:4][CH:5]=3 |f:3.4.5|. Procedure details: A solution of 5.00 g (17.15 mmol) of (±) N-(4,5,5a,6,7,8-hexahydro-6-methylthiazolo[4,5-f]quinolin-2-yl)-2-methylpropanamide (Example 15) in 150 ml of chloroform containing 20.6 ml (19.25 mmol) of a 1.07 M solution of cyanogen bromide in chloroform is refluxed, under nitrogen, for 12 hours. The solution is concentrated and the resultant yellow oily solid is refluxed in 150 ml of 10% hydrochloric acid for 12 hours. The solution is cooled, basified with ammonium hydroxide and extracted into chloro...